From a dataset of the Open Reaction Database (ORD), a public repository of structured organic reaction records. describe an organic reaction: reactants, conditions, products, and yield Reactants: [BH4-], CO, CC(C)(C)S(=O)N=Cc1ccc(OCC(F)(F)F)cn1, ClCCl, [Na+], O=[O+][O-]. Product: CC(C)(C)S(=O)NC(CO)c1ccc(OCC(F)(F)F)cn1. Reaction SMILES: [BH4-:27].[CH3:29][OH:30].[CH3:4][C:5]([CH3:6])([CH3:7])[S:8](=[O:9])[N:10]=[CH:11][c:12]1[n:13][cH:14][c:15]([O:18][CH2:19][C:20]([F:21])([F:22])[F:23])[cH:16][cH:17]1.[Cl:24][CH2:25][Cl:26].[Na+:28].[O-:1][O+:2]=[O:3]>>[CH3:4][C:5]([CH3:6])([CH3:7])[S:8](=[O:9])[NH:10][CH:11]([c:12]1[n:13][cH:14][c:15]([O:18][CH2:19][C:20]([F:21])([F:22])[F:23])[cH:16][cH:17]1)[CH2:29][OH:30]. Starting materials: FC=1C=C(C=C2CCC(NC12)=O)[N+](=O)[O-] (8-Fluoro-6-nitro-3,4-dihydroquinolin-2(1H)-one), C1CCOC1 (THF). Reaction conditions: temperature 60 celsius, time 8 hour. Yields the product FC=1C=C(C=C2CCCNC12)[N+](=O)[O-] (8-fluoro-6-nitro-1,2,3,4-tetrahydroquinoline). Isolated yield 78.7%. As a reaction SMILES: [F:1][C:2]1[CH:3]=[C:4]([N+:13]([O-:15])=[O:14])[CH:5]=[C:6]2[C:11]=1[NH:10][C:9](=O)[CH2:8][CH2:7]2.C1COCC1>>[F:1][C:2]1[CH:3]=[C:4]([N+:13]([O-:15])=[O:14])[CH:5]=[C:6]2[C:11]=1[NH:10][CH2:9][CH2:8][CH2:7]2. Procedure: 8-Fluoro-6-nitro-3,4-dihydroquinolin-2(1H)-one (5.9 g, 28.1 mmol) was stirred in borane-THF complex, 1M in THF (140 ml, 140 mmol). The solution was heated to 60° C. and stirred overnight. The mixture was then cooled in an ice bath and quenched via addition of methanol (30 mL). The quenched solution was concentrated, then dissolved in methanol and refluxed for 1 h. The solution was then concentrated onto silica gel and chromatographed using 5-30% ethyl acetate in hexanes to give the desired 8-flu... RXN SMILES: [CH2:29]([Li:30])[CH2:31][CH2:32][CH3:33].[CH3:1][C:2]([CH3:3])([CH3:4])[c:5]1[c:6]([OH:28])[c:7]([C:24]([CH3:25])([CH3:26])[CH3:27])[cH:8][c:9]([N:11]([c:12]2[n:13][n:14](-[c:17]3[cH:18][cH:19][cH:20][cH:21][cH:22]3)[cH:15][cH:16]2)[CH3:23])[cH:10]1.[CH3:34][C:35]([Cl:36])=[O:37].[O:39]1[CH2:40][CH2:41][CH2:42][CH2:43]1.[OH2:38]>>[CH3:1][C:2]([CH3:3])([CH3:4])[c:5]1[c:6]([O:28][C:35]([CH3:34])=[O:37])[c:7]([C:24]([CH3:25])([CH3:26])[CH3:27])[cH:8][c:9]([N:11]([c:12]2[n:13][n:14](-[c:17]3[cH:18][cH:19][cH:20][cH:21][cH:22]3)[cH:15][cH:16]2)[CH3:23])[cH:10]1. Reactants: [Li]CCCC, CN(c1cc(C(C)(C)C)c(O)c(C(C)(C)C)c1)c1ccn(-c2ccccc2)n1, CC(=O)Cl, C1CCOC1, O. The product is CC(=O)Oc1c(C(C)(C)C)cc(N(C)c2ccn(-c3ccccc3)n2)cc1C(C)(C)C.